Dataset: the Open Reaction Database (ORD), a public repository of structured organic reaction records. Task: describe an organic reaction: reactants, conditions, products, and yield The reactants are Cl (hydrochloric acid), C(C)(=O)NCCN1C(=O)C=2C=C(C=3NC4=CC=C(C=C4C3C2C1=O)OC)C (N-(2-acetylaminoethyl)- 6-methoxy-1-methylcarbazole-3,4-dicarboximide). Run in C(C)O (ethanol). Yields the product Cl.NCCN1C(=O)C=2C=C(C=3NC4=CC=C(C=C4C3C2C1=O)OC)C (N-(2-aminoethyl)-6-methoxy-1-methylcarbazole-3,4-dicarboximide hydrochloride). Isolated yield 68.0%. Reaction SMILES: [ClH:1].C([NH:5][CH2:6][CH2:7][N:8]1[C:24](=[O:25])[C:23]2[C:22]3[C:21]4[C:16](=[CH:17][CH:18]=[C:19]([O:26][CH3:27])[CH:20]=4)[NH:15][C:14]=3[C:13]([CH3:28])=[CH:12][C:11]=2[C:9]1=[O:10])(=O)C>C(O)C>[ClH:1].[NH2:5][CH2:6][CH2:7][N:8]1[C:24](=[O:25])[C:23]2[C:22]3[C:21]4[C:16](=[CH:17][CH:18]=[C:19]([O:26][CH3:27])[CH:20]=4)[NH:15][C:14]=3[C:13]([CH3:28])=[CH:12][C:11]=2[C:9]1=[O:10] |f:3.4|. Procedure: 20 ml of ethanol and 10 ml of concentrated hydrochloric acid were added to 150 mg of N-(2-acetylaminoethyl)- 6-methoxy-1-methylcarbazole-3,4-dicarboximide. The mixture was refluxed for 15 hours and then cooled to room temperature. The resulting crystals were collected by filtration, washed with ethanol, and dried to obtain 100 mg (yield: 68%) of N-(2-aminoethyl)-6-methoxy-1-methylcarbazole-3,4-dicarboximide hydrochloride as yellow crystals.